This data is from the Open Reaction Database (ORD), a public repository of structured organic reaction records. The task is: describe an organic reaction: reactants, conditions, products, and yield Starting materials: S=C=Nc1ccccc1Cl, Nc1cccc(-c2c(C(=O)c3ccccc3)cnc3c(C(F)(F)F)cccc23)c1. The product is O=C(c1ccccc1)c1cnc2c(C(F)(F)F)cccc2c1-c1cccc(NC(=S)Nc2ccccc2Cl)c1. Reaction SMILES: [Cl:30][c:31]1[c:32]([N:37]=[C:38]=[S:39])[cH:33][cH:34][cH:35][cH:36]1.[NH2:1][c:2]1[cH:3][c:4](-[c:8]2[c:9]([C:22](=[O:23])[c:24]3[cH:25][cH:26][cH:27][cH:28][cH:29]3)[cH:10][n:11][c:12]3[c:13]([C:18]([F:19])([F:20])[F:21])[cH:14][cH:15][cH:16][c:17]23)[cH:5][cH:6][cH:7]1>>[NH:1]([c:2]1[cH:3][c:4](-[c:8]2[c:9]([C:22](=[O:23])[c:24]3[cH:25][cH:26][cH:27][cH:28][cH:29]3)[cH:10][n:11][c:12]3[c:13]([C:18]([F:19])([F:20])[F:21])[cH:14][cH:15][cH:16][c:17]23)[cH:5][cH:6][cH:7]1)[C:38]([NH:37][c:32]1[c:31]([Cl:30])[cH:36][cH:35][cH:34][cH:33]1)=[S:39].